Dataset: the Open Reaction Database (ORD), a public repository of structured organic reaction records. Task: describe an organic reaction: reactants, conditions, products, and yield Starting materials: OO (hydrogen peroxide), C(CCCCC)OC1=CC=CC(=N1)C (6-hexyloxy-α-picoline), OO (hydrogen peroxide). Solvent: C(C)(=O)O (acetic acid). Reaction conditions: time 3 hour. The product is C(CCCCC)OC=1C=CC=C([N+]1[O-])C (6-hexyloxy-α-picoline N-oxide). RXN SMILES: [CH2:1]([O:7][C:8]1[N:13]=[C:12]([CH3:14])[CH:11]=[CH:10][CH:9]=1)[CH2:2][CH2:3][CH2:4][CH2:5][CH3:6].[OH:15]O>C(O)(=O)C>[CH2:1]([O:7][C:8]1[CH:9]=[CH:10][CH:11]=[C:12]([CH3:14])[N+:13]=1[O-:15])[CH2:2][CH2:3][CH2:4][CH2:5][CH3:6]. Procedure: To a solution of 8.60 g (44 mmol) of 6-hexyloxy-α-picoline dissolved in 43 ml of acetic acid was added 6.4 ml of hydrogen peroxide, the mixture was stirred at 70° to 80° C. for 3 hours, further 4 ml of hydrogen peroxide was added, and the mixture was stirred at the same temperature for 3 hours. After concentration under a reduced pressure to a half amount, water was added and the mixture concentrated under a reduced pressure (repeated for three times). A crude in an amount of 5.50 g was obtained...